This data is from the Open Reaction Database (ORD), a public repository of structured organic reaction records. The task is: describe an organic reaction: reactants, conditions, products, and yield The reactants are CCOC(=O)c1cnn(C2CCOCC2)c1-c1cc(F)c(Br)cc1F, O=C([O-])[O-], C1COCCO1, CCOC(C)=O, COc1nc(C)cc(C)c1B(O)O, [Cs+], [Cs+], O, c1ccc(P(c2ccccc2)(c2ccccc2)[Pd](P(c2ccccc2)(c2ccccc2)c2ccccc2)(P(c2ccccc2)(c2ccccc2)c2ccccc2)P(c2ccccc2)(c2ccccc2)c2ccccc2)cc1. The product is CCOC(=O)c1cnn(C2CCOCC2)c1-c1cc(F)c(-c2c(C)cc(C)nc2OC)cc1F. Reaction SMILES: [Br:8][c:9]1[cH:10][c:11]([F:32])[c:12](-[c:16]2[c:17]([C:27](=[O:28])[O:29][CH2:30][CH3:31])[cH:18][n:19][n:20]2[CH:21]2[CH2:22][CH2:23][O:24][CH2:25][CH2:26]2)[cH:13][c:14]1[F:15].[C:1](=[O:2])([O-:3])[O-:4].[CH2:129]1[O:130][CH2:131][CH2:132][O:133][CH2:134]1.[CH3:123][CH2:124][O:125][C:126](=[O:127])[CH3:128].[CH3:33][O:34][c:35]1[n:36][c:37]([CH3:45])[cH:38][c:39]([CH3:44])[c:40]1[B:41]([OH:42])[OH:43].[Cs+:5].[Cs+:6].[OH2:7].[cH:46]1[cH:47][cH:48][c:49]([P:50]([Pd:51]([P:52]([c:53]2[cH:54][cH:55][cH:56][cH:57][cH:58]2)([c:59]2[cH:60][cH:61][cH:62][cH:63][cH:64]2)[c:65]2[cH:66][cH:67][cH:68][cH:69][cH:70]2)([P:71]([c:72]2[cH:73][cH:74][cH:75][cH:76][cH:77]2)([c:78]2[cH:79][cH:80][cH:81][cH:82][cH:83]2)[c:84]2[cH:85][cH:86][cH:87][cH:88][cH:89]2)[P:90]([c:91]2[cH:92][cH:93][cH:94][cH:95][cH:96]2)([c:97]2[cH:98][cH:99][cH:100][cH:101][cH:102]2)[c:103]2[cH:104][cH:105][cH:106][cH:107][cH:108]2)([c:109]2[cH:110][cH:111][cH:112][cH:113][cH:114]2)[c:115]2[cH:116][cH:117][cH:118][cH:119][cH:120]2)[cH:121][cH:122]1>>[c:9]1(-[c:40]2[c:35]([O:34][CH3:33])[n:36][c:37]([CH3:45])[cH:38][c:39]2[CH3:44])[cH:10][c:11]([F:32])[c:12](-[c:16]2[c:17]([C:27](=[O:28])[O:29][CH2:30][CH3:31])[cH:18][n:19][n:20]2[CH:21]2[CH2:22][CH2:23][O:24][CH2:25][CH2:26]2)[cH:13][c:14]1[F:15]. Starting materials: C(C=C)OCC(=O)O (allyloxyacetic acid), CC12CCNC(CC3=C1C=CC=C3O)C2(C)C (1,2,3,4,5,6-hexahydro-6,11,11-trimethyl-2,6-methano-3-benzazocin-10-ol), ClCCl (dichloromethane), CN(C)C(=[N+](C)C)ON1C2=C(C=CC=C2)N=N1.[B-](F)(F)(F)F (TBTU), C(C)N(C(C)C)C(C)C (ethyldiisopropylamine). Conditions: time 15 minute. Yields the product Cl.C(C=C)OCCN1[C@@H]2CC3=C(C(CC1)(C2(C)C)C)C=CC=C3O ((2R)-N-allyloxyethyl-1,2,3,4,5,6-hexahydro-6,11,11-trimethyl-2,6-methano-3-benzazocin-10-ol-hydrochloride). RXN SMILES: [CH2:1]([O:4][CH2:5][C:6](O)=O)[CH:2]=[CH2:3].CN(C(ON1N=NC2C=CC=CC1=2)=[N+](C)C)C.[B-](F)(F)(F)F.C(N(C(C)C)C(C)C)C.[CH3:40][C:41]12[C:54]([CH3:56])([CH3:55])[CH:45]([CH2:46][C:47]3[C:52]([OH:53])=[CH:51][CH:50]=[CH:49][C:48]=31)[NH:44][CH2:43][CH2:42]2.[Cl:57]CCl>>[ClH:57].[CH2:1]([O:4][CH2:5][CH2:6][N:44]1[CH2:43][CH2:42][C:41]2([CH3:40])[C:54]([CH3:56])([CH3:55])[C@H:45]1[CH2:46][C:47]1[C:52]([OH:53])=[CH:51][CH:50]=[CH:49][C:48]=12)[CH:2]=[CH2:3] |f:1.2,6.7|. Reported procedure: 1.8 g of allyloxyacetic acid are placed in 15 mL dichloromethane, combined with 4.8 g of TBTU and 7.5 mL of ethyldiisopropylamine and stirred for 15 min. at RT. Then the mixture is cooled to −5° C. and 3.1 g of 1,2,3,4,5,6-hexahydro-6,11,11-trimethyl-2,6-methano-3-benzazocin-10-ol are added. The mixture is stirred for 30 min at 0° C., and for 1 h at RT. Then it is washed once with 100 ml of 2N HCL and 100ml of 10% potassium carbonate solution, dried and evaporated down in vacuo. The residue is t... Reactants: OC(c1ccccc1)c1nn2ccccc2c1-c1ccnc(NC2CCCC2)n1, ClC(Cl)Cl, ClCCl. Yields the product O=C(c1ccccc1)c1nn2ccccc2c1-c1ccnc(NC2CCCC2)n1. Reaction SMILES: [CH:1]1([NH:6][c:7]2[n:8][cH:9][cH:10][c:11](-[c:13]3[c:14]([CH:22]([OH:23])[c:24]4[cH:25][cH:26][cH:27][cH:28][cH:29]4)[n:15][n:16]4[c:17]3[cH:18][cH:19][cH:20][cH:21]4)[n:12]2)[CH2:2][CH2:3][CH2:4][CH2:5]1.[CH:30]([Cl:31])([Cl:32])[Cl:33].[Cl:34][CH2:35][Cl:36]>>[CH:1]1([NH:6][c:7]2[n:8][cH:9][cH:10][c:11](-[c:13]3[c:14]([C:22](=[O:23])[c:24]4[cH:25][cH:26][cH:27][cH:28][cH:29]4)[n:15][n:16]4[c:17]3[cH:18][cH:19][cH:20][cH:21]4)[n:12]2)[CH2:2][CH2:3][CH2:4][CH2:5]1. Reactants: BrC1=C2C(=NC=C1)NC=C2 (4-bromo-1H-pyrrolo[2,3-b]pyridine), C1CC(=O)N(C1=O)Br (NBS). Run in C(Cl)Cl (DCM). Run at temperature 0 celsius, time 1.5 hour. Yields the product BrC1=CNC2=NC=CC(=C21)Br (3,4-dibromo-1H-pyrrolo[2,3-b]pyridine). The yield is 72.3%. Reaction SMILES: [Br:1][C:2]1[CH:7]=[CH:6][N:5]=[C:4]2[NH:8][CH:9]=[CH:10][C:3]=12.C1C(=O)N([Br:18])C(=O)C1>C(Cl)Cl>[Br:18][C:10]1[C:3]2[C:4](=[N:5][CH:6]=[CH:7][C:2]=2[Br:1])[NH:8][CH:9]=1. Reported procedure: A mixture of 4-bromo-1H-pyrrolo[2,3-b]pyridine (1.00 g, 5.08 mmol) and NBS (0.918 g, 5.16 mmol) in DCM (20.0 mL) was stirred at 0° C. for 1.5 hour. The resulting suspension was filtered, washed with DCM, residue collected, dried in a 50° C. oven overnight to afford the title compound (1.014 g). LCMS (A): m/z (M+H)+ 277, C7H4Br2N2 requires 276 (basic). Reactants: C[O-].[Na+] (NaOMe), solution, C(C)OC(CC1=NC(=CC2=CC=CC=C12)N1CCN(C2(CC2)C1)CC1=CC=CC=C1)=O ([3-(4-Benzyl-4,7-diaza-spiro[2.5]oct-7-yl)-isoquinolin-1-yl]-acetic acid ethyl ester), C(=O)N (Formamide), O (water). The solvent is CO (MeOH), CN(C)C=O (DMF), CCOC(=O)C (EtOAc). Conditions: temperature 105 celsius, time 30 minute. Product: C(C1=CC=CC=C1)N1C2(CC2)CN(CC1)C=1N=C(C2=CC=CC=C2C1)CC(=O)N (2-[3-(4-Benzyl-4,7-diaza-spiro[2.5]oct-7-yl)-isoquinolin-1-yl]-acetamide). Reaction SMILES: C(OC(=O)[CH2:5][C:6]1[C:15]2[C:10](=[CH:11][CH:12]=[CH:13][CH:14]=2)[CH:9]=[C:8]([N:16]2[CH2:23][C:20]3([CH2:22][CH2:21]3)[N:19]([CH2:24][C:25]3[CH:30]=[CH:29][CH:28]=[CH:27][CH:26]=3)[CH2:18][CH2:17]2)[N:7]=1)C.[CH:32]([NH2:34])=[O:33].C[O-].[Na+].O>CN(C=O)C.CO.CCOC(C)=O>[CH2:24]([N:19]1[CH2:18][CH2:17][N:16]([C:8]2[N:7]=[C:6]([CH2:5][C:32]([NH2:34])=[O:33])[C:15]3[C:10]([CH:9]=2)=[CH:11][CH:12]=[CH:13][CH:14]=3)[CH2:23][C:20]21[CH2:22][CH2:21]2)[C:25]1[CH:26]=[CH:27][CH:28]=[CH:29][CH:30]=1 |f:2.3|. Reported procedure: [3-(4-Benzyl-4,7-diaza-spiro[2.5]oct-7-yl)-isoquinolin-1-yl]-acetic acid ethyl ester (700 mg, 1.68 mmol) is dissolved in dry DMF under an atmosphere of argon. Formamide (224 μl, 254 mg, 5.64 mmol) is added, and the reaction mixture is heated to 105° C. At this temperature, NaOMe (312 μl of a 5.4 M solution in MeOH, 91 mg, 1.68 mmol) is added dropwise during 20 minutes. After 30 minutes at 105° C., TLC analysis indicates complete conversion of starting material. Cooling the reaction mixture to RT... Reactants: Cc1cc(CBr)ccc1NC(=O)OC(C)(C)C, CCOC(C)=O, CS(C)=O, N#C[Na]. The product is Cc1cc(CC#N)ccc1NC(=O)OC(C)(C)C. RXN SMILES: [C:1]([CH3:2])([CH3:3])([CH3:4])[O:5][C:6]([NH:7][c:8]1[c:9]([CH3:16])[cH:10][c:11]([CH2:14][Br:15])[cH:12][cH:13]1)=[O:17].[CH3:21][CH2:22][O:23][C:24](=[O:25])[CH3:26].[CH3:27][S:28](=[O:29])[CH3:30].[Na:18][C:19]#[N:20]>>[C:1]([CH3:2])([CH3:3])([CH3:4])[O:5][C:6]([NH:7][c:8]1[c:9]([CH3:16])[cH:10][c:11]([CH2:14][C:19]#[N:20])[cH:12][cH:13]1)=[O:17]. Reactants: C(C=C)OC(=O)N1[C@@H]2C(S[C@H](C1)C2)=O ((1S,4S)-5-allyloxycarbonyl-2-thia-5-azabicyclo[2.2.1]heptan-3-one), C1(=CC=CC=C1)CCN (2-phenylethylamine), Cl (hydrochloric acid). Solvent: C(C)(=O)OCC (ethyl acetate), O1CCCC1 (tetrahydrofuran). Reaction conditions: time 4 hour. Yields the product C1(=CC=CC=C1)CCNC(=O)[C@H]1N(C[C@H](C1)S)C(=O)OCC=C ((2S,4S) -N-(2-phenylethyl)-1-allyloxycarbonyl-4-mercapto-2-pyrrolidinecarboxamide). As a reaction SMILES: [CH2:1]([O:4][C:5]([N:7]1[CH2:12][C@@H:11]2[CH2:13][C@H:8]1[C:9](=[O:14])[S:10]2)=[O:6])[CH:2]=[CH2:3].[C:15]1([CH2:21][CH2:22][NH2:23])[CH:20]=[CH:19][CH:18]=[CH:17][CH:16]=1.Cl>O1CCCC1.C(OCC)(=O)C>[C:15]1([CH2:21][CH2:22][NH:23][C:9]([C@@H:8]2[CH2:13][C@H:11]([SH:10])[CH2:12][N:7]2[C:5]([O:4][CH2:1][CH:2]=[CH2:3])=[O:6])=[O:14])[CH:20]=[CH:19][CH:18]=[CH:17][CH:16]=1. Reported procedure: To a solution of (1S,4S)-5-allyloxycarbonyl-2-thia-5-azabicyclo[2.2.1]heptan-3-one (32.2 mg) in tetrahydrofuran (1 ml) was added 2-phenylethylamine (20.1 mg). The mixture was stirred for 4 hours at room temperature. After the reaction was over, 1N-hydrochloric acid (0.027 ml) was added thereto, and the mixture was diluted with ethyl acetate (2 ml) and dried over magnesium sulfate. Distillation of the solvent, followed by purifying the residue by silica gel chromatography, gave oily (2S,4S) -N-(2...